Dataset: the Open Reaction Database (ORD), a public repository of structured organic reaction records. Task: describe an organic reaction: reactants, conditions, products, and yield The reactants are CNC, CCO, CCOC(=O)Nc1ccc(Cl)c(N)n1. Product: CN(C)C(=O)Nc1ccc(Cl)c(N)n1. As a reaction SMILES: [CH3:15][NH:16][CH3:17].[CH3:18][CH2:19][OH:20].[NH2:1][c:2]1[c:3]([Cl:14])[cH:4][cH:5][c:6]([NH:8][C:9]([O:10][CH2:11][CH3:12])=[O:13])[n:7]1>>[NH2:1][c:2]1[c:3]([Cl:14])[cH:4][cH:5][c:6]([NH:8][C:9](=[O:13])[N:16]([CH3:15])[CH3:17])[n:7]1. The reactants are BrCc1cccc(CBr)c1, CCOP(C)OCC, CN(C)C=O, O. Yields the product CCOP(C)(=O)Cc1cccc(CBr)c1. As a reaction SMILES: [Br:1][CH2:2][c:3]1[cH:4][c:5]([CH2:9][Br:10])[cH:6][cH:7][cH:8]1.[CH3:11][P:12]([O:13][CH2:14][CH3:15])[O:16][CH2:17][CH3:18].[O:20]=[CH:21][N:22]([CH3:23])[CH3:24].[OH2:19]>>[CH2:2]([c:3]1[cH:4][c:5]([CH2:9][Br:10])[cH:6][cH:7][cH:8]1)[P:12]([CH3:11])([O:13][CH2:14][CH3:15])=[O:16].